Task: describe an organic reaction: reactants, conditions, products, and yield. Dataset: the Open Reaction Database (ORD), a public repository of structured organic reaction records The reactants are CCO, O, C(#Cc1ccccc1)CCCOC1CCCCO1, Cc1ccc(S(=O)(=O)O)cc1. Yields the product OCCCC#Cc1ccccc1. RXN SMILES: [CH3:19][CH2:20][OH:21].[OH2:33].[c:1]1([C:7]#[C:8][CH2:9][CH2:10][CH2:11][O:12][CH:13]2[CH2:14][CH2:15][CH2:16][CH2:17][O:18]2)[cH:2][cH:3][cH:4][cH:5][cH:6]1.[c:22]1([CH3:23])[cH:24][cH:25][c:26]([S:27]([OH:28])(=[O:29])=[O:30])[cH:31][cH:32]1>>[c:1]1([C:7]#[C:8][CH2:9][CH2:10][CH2:11][OH:12])[cH:2][cH:3][cH:4][cH:5][cH:6]1. The reactants are FC(S(=O)(=O)N1CCC(CC1)/C=C/C(=O)O)(F)F ((2E)-3-[1-(trifluoromethylsulfonyl)piperidin-4-yl]acrylic acid), FC=1C=C(C=C(C1)F)[C@H](CC=O)C1CCN(CC1)S(=O)(=O)C(F)(F)F ((3R)-3-(3,5-difluorophenyl)-3-[1-(trifluoromethylsulfonyl)piperidin-4-yl]propanal). The product is FC=1C=C(C=C(C1)F)[C@H](CC=O)C1CCN(CC1)S(=O)(=O)C ((3R)-3-(3,5-difluorophenyl)-3-[1-(methylsulfonyl)piperidin-4-yl]propanal). Reaction SMILES: FC(F)(F)S(N1CCC(/C=C/C(O)=O)CC1)(=O)=O.[F:19][C:20]1[CH:21]=[C:22]([C@@H:27]([CH:31]2[CH2:36][CH2:35][N:34]([S:37]([C:40](F)(F)F)(=[O:39])=[O:38])[CH2:33][CH2:32]2)[CH2:28][CH:29]=[O:30])[CH:23]=[C:24]([F:26])[CH:25]=1>>[F:19][C:20]1[CH:21]=[C:22]([C@@H:27]([CH:31]2[CH2:32][CH2:33][N:34]([S:37]([CH3:40])(=[O:39])=[O:38])[CH2:35][CH2:36]2)[CH2:28][CH:29]=[O:30])[CH:23]=[C:24]([F:26])[CH:25]=1. Reported procedure: In a similar manner but starting from (2E)-3-[1-(trifluoromethylsulfonyl)piperidin-4-yl]acrylic acid in step 1 was prepared (3R)-3-(3,5-difluorophenyl)-3-[1-(trifluoromethylsulfonyl)piperidin-4-yl]propanal. Starting materials: compound 33c, C(C)OC(C(CC(C)C)C=1C=C(C=C(C1)C1CN(CCC1)C(CC)CC)C1=CC=C(C=C1)C(F)(F)F)=O (2-{5-[1-(1-Ethyl-propyl)-piperidin-3-yl]-4′-trifluoromethyl-biphenyl-3-yl}-4-methyl-pentanoic acid ethyl ester), [OH-].[K+] (KOH). The solvent is CCO (EtOH). Run at temperature 78 celsius. The product is C(C)C(CC)N1CC(CCC1)C=1C=C(C=C(C1)C1=CC=C(C=C1)C(F)(F)F)C(C(=O)O)CC(C)C (2-{5-[1-(1-Ethyl-propyl)-piperidin-3-yl]-4′-trifluoromethyl-biphenyl-3-yl}-4-methyl-pentanoic acid). As a reaction SMILES: C([O:3][C:4](=[O:37])[CH:5]([C:10]1[CH:11]=[C:12]([C:27]2[CH:32]=[CH:31][C:30]([C:33]([F:36])([F:35])[F:34])=[CH:29][CH:28]=2)[CH:13]=[C:14]([CH:16]2[CH2:21][CH2:20][CH2:19][N:18]([CH:22]([CH2:25][CH3:26])[CH2:23][CH3:24])[CH2:17]2)[CH:15]=1)[CH2:6][CH:7]([CH3:9])[CH3:8])C.[OH-].[K+]>CCO>[CH2:23]([CH:22]([N:18]1[CH2:19][CH2:20][CH2:21][CH:16]([C:14]2[CH:15]=[C:10]([CH:5]([CH2:6][CH:7]([CH3:9])[CH3:8])[C:4]([OH:37])=[O:3])[CH:11]=[C:12]([C:27]3[CH:28]=[CH:29][C:30]([C:33]([F:36])([F:34])[F:35])=[CH:31][CH:32]=3)[CH:13]=2)[CH2:17]1)[CH2:25][CH3:26])[CH3:24] |f:1.2|. Reported procedure: To a solution of compound 33c, 2-{5-[1-(1-Ethyl-propyl)-piperidin-3-yl]-4′-trifluoromethyl-biphenyl-3-yl}-4-methyl-pentanoic acid ethyl ester (30.7 mg, 59.3 μmol) in EtOH (3 ml) was added 2M KOH (119 μl, 0.24 mmol). The reaction was heated to 78° C. for 2.5 hours, cooled to room temperature, and concentrated in vacuo. Purification via Gilson HPLC, followed by salt exchange with aqueous 1N HCl, gave the product as a white solid. (10.2 mg, 35% ) 1H NMR (300 MHz, MeOD) δ ppm 0.85 (d, J=6.78 Hz, 6 H... Starting materials: Cl (HCl), N[C@@H](CC(N)=O)C(=O)N[C@@H](C)C(=O)OC (H-Asn-Ala-OMe), C(C)N1CCOCC1 (N-ethyl morpholine), Cl (hydrochloric acid), N(=O)OC(C)(C)C (tert.butyl nitrite), N([C@@H](COC(C)(C)C)C(=O)N[C@@H](COC(C)(C)C)C(=O)NN)C(=O)OCC1=CC=CC=C1 (Z-Ser(But)-Ser(But)-NH-NH2). The solvent is CN(C=O)C (dimethylformamide), C(C)(=O)OCC (ethyl acetate), CN(C=O)C (dimethylformamide). Run at time 15 hour. The product is N([C@@H](COC(C)(C)C)C(=O)N[C@@H](COC(C)(C)C)C(=O)N[C@@H](CC(N)=O)C(=O)N[C@@H](C)C(=O)OC)C(=O)OCC1=CC=CC=C1 (Z-Ser(But)-Ser(But)-Asn-Ala-OCH3). As a reaction SMILES: Cl.N(OC(C)(C)C)=O.[NH:9]([C:31]([O:33][CH2:34][C:35]1[CH:40]=[CH:39][CH:38]=[CH:37][CH:36]=1)=[O:32])[C@H:10]([C:17]([NH:19][C@H:20]([C:27]([NH:29]N)=[O:28])[CH2:21][O:22][C:23]([CH3:26])([CH3:25])[CH3:24])=[O:18])[CH2:11][O:12][C:13]([CH3:16])([CH3:15])[CH3:14].N[C@H:42]([C:47]([NH:49][C@H:50]([C:52]([O:54][CH3:55])=[O:53])[CH3:51])=[O:48])[CH2:43][C:44](=[O:46])[NH2:45].C(N1CCOCC1)C>C(OCC)(=O)C.CN(C)C=O>[NH:9]([C:31]([O:33][CH2:34][C:35]1[CH:40]=[CH:39][CH:38]=[CH:37][CH:36]=1)=[O:32])[C@H:10]([C:17]([NH:19][C@H:20]([C:27]([NH:29][C@H:42]([C:47]([NH:49][C@H:50]([C:52]([O:54][CH3:55])=[O:53])[CH3:51])=[O:48])[CH2:43][C:44](=[O:46])[NH2:45])=[O:28])[CH2:21][O:22][C:23]([CH3:26])([CH3:25])[CH3:24])=[O:18])[CH2:11][O:12][C:13]([CH3:16])([CH3:15])[CH3:14]. Procedure: 61.8 ml of 2.32 N-hydrochloric acid in ethyl acetate and 7.3 ml of tert.butyl nitrite are added to 25.95 g of Z-Ser(But)-Ser(But)-NH-NH2 in 200 ml of dimethylformamide at -10°. After 10 minutes a solution of 14.8 g of HCl.H-Asn-Ala-OMe and 36.16 ml of N-ethyl morpholine in 150 ml of dimethylformamide is added dropwise and the mixture is then kept for one hour at -10° and 15 hours at 0°. The solution is freed from the solvent by evaporation, the residue is taken up in chloroform and washed with s... Run in C(C)#N.O (acetonitrile water). Product: C1(CCC1)COC1=CC=C(C(=O)C2CCN(CC2)CC(=O)O)C=C1 (2-[4-(4-Cyclobutylmethoxy-benzoyl)-piperidin-1-yl]-acetic acid), C1(CCC1)COC1=CC=C(C(=O)C2CCN(CC2)CC(=O)NCC=2NC(C3=C(N2)CCOC3)=O)C=C1 (2-[4-(4-Cyclobutylmethoxy-benzoyl)-piperidin-1-yl]-N-(4-oxo-3,5,7,8-tetrahydro-4H-pyrano[4,3-d]pyrimidin-2-ylmethyl)-acetamide). Reactants: C(C)OC1=CC=C(C(=O)C2CCN(CC2)CC(=O)O)C=C1 (2-(4-(4-ethoxybenzoyl)piperidin-1-yl)acetic acid), FC1=CC=C(C(=O)C2CCN(CC2)CC(=O)O)C=C1 (2-(4-(4-fluorobenzoyl)piperidin-1-yl)acetic acid), C1(CCC1)CO (cyclobutyl-methanol), C1(CCC1)COC1=CC=C(C(=O)C2CCN(CC2)CC(=O)O)C=C1 (2-[4-(4-cyclobutylmethoxy-benzoyl)-piperidin-1-yl]-acetic acid), C(=O)(C(F)(F)F)O (TFA), NCC=1NC(C2=C(N1)CCOC2)=O (2-aminomethyl-3,5,7,8-tetrahydro-pyrano[4,3-d]pyrimidin-4-one). Procedure details: 2-[4-(4-Cyclobutylmethoxy-benzoyl)-piperidin-1-yl]-acetic acid was prepared following the general procedures for the synthesis of 2-(4-(4-ethoxybenzoyl)piperidin-1-yl)acetic acid from 2-(4-(4-fluorobenzoyl)piperidin-1-yl)acetic acid and cyclobutyl-methanol. The title compound (24.7 mg, 0.047 mmol) was prepared following the general procedure of Example 1 from 2-[4-(4-cyclobutylmethoxy-benzoyl)-piperidin-1-yl]-acetic acid and 2-aminomethyl-3,5,7,8-tetrahydro-pyrano[4,3-d]pyrimidin-4-one. MS (ESI)... Reaction SMILES: [CH2:1]([O:3][C:4]1[CH:21]=[CH:20][C:7]([C:8]([CH:10]2[CH2:15][CH2:14][N:13]([CH2:16][C:17]([OH:19])=O)[CH2:12][CH2:11]2)=[O:9])=[CH:6][CH:5]=1)[CH3:2].F[C:23]1[CH:40]=CC(C(C2CCN(CC(O)=O)CC2)=O)=C[CH:24]=1.C1(CO)CCC1.[CH:47]1([CH2:51][O:52][C:53]2[CH:70]=[CH:69][C:56]([C:57]([CH:59]3[CH2:64][CH2:63][N:62]([CH2:65][C:66]([OH:68])=[O:67])[CH2:61][CH2:60]3)=[O:58])=[CH:55][CH:54]=2)[CH2:50][CH2:49][CH2:48]1.[NH2:71][CH2:72][C:73]1[NH:74][C:75](=[O:83])[C:76]2[CH2:82][O:81][CH2:80][CH2:79][C:77]=2[N:78]=1.C(O)(C(F)(F)F)=O>C(#N)C.O>[CH:47]1([CH2:51][O:52][C:53]2[CH:70]=[CH:69][C:56]([C:57]([CH:59]3[CH2:60][CH2:61][N:62]([CH2:65][C:66]([OH:68])=[O:67])[CH2:63][CH2:64]3)=[O:58])=[CH:55][CH:54]=2)[CH2:50][CH2:49][CH2:48]1.[CH:2]1([CH2:1][O:3][C:4]2[CH:5]=[CH:6][C:7]([C:8]([CH:10]3[CH2:11][CH2:12][N:13]([CH2:16][C:17]([NH:71][CH2:72][C:73]4[NH:74][C:75](=[O:83])[C:76]5[CH2:82][O:81][CH2:80][CH2:79][C:77]=5[N:78]=4)=[O:19])[CH2:14][CH2:15]3)=[O:9])=[CH:20][CH:21]=2)[CH2:40][CH2:23][CH2:24]1 |f:6.7|.